This data is from the Open Reaction Database (ORD), a public repository of structured organic reaction records. The task is: describe an organic reaction: reactants, conditions, products, and yield Reactants: [H-].[Na+] (sodium hydride), C(=C)C1CCC(N1)=O (5-vinylpyrrolidin-2-one), acid chloride, C(C1=CC=CC=C1)(=O)[C@@H](C(=O)Cl)C ((2S)-2-Benzoylpropanoyl Chloride), O (Water). Run in C1(=CC=CC=C1)C (toluene), C1(=CC=CC=C1)C (toluene), C1(=CC=CC=C1)C (toluene). Run at temperature 25 celsius. The product is C(C1=CC=CC=C1)(=O)[C@@H](C(=O)N1C(CC[C@H]1C=C)=O)C ((5S)-N-((2S)-2-benzoylpropanoyl)-5-ethenylpyrrolidin-2-one). Yield: 45.0%. RXN SMILES: [H-].[Na+].[CH:3]([CH:5]1[NH:9][C:8](=[O:10])[CH2:7][CH2:6]1)=[CH2:4].[C:11]([C@H:19]([CH3:23])[C:20](Cl)=[O:21])(=[O:18])[C:12]1[CH:17]=[CH:16][CH:15]=[CH:14][CH:13]=1.O>C1(C)C=CC=CC=1>[C:11]([C@H:19]([CH3:23])[C:20]([N:9]1[C@H:5]([CH:3]=[CH2:4])[CH2:6][CH2:7][C:8]1=[O:10])=[O:21])(=[O:18])[C:12]1[CH:17]=[CH:16][CH:15]=[CH:14][CH:13]=1 |f:0.1|. Reported procedure: To 60% sodium hydride (336 mg, 10.0 mmol) in toluene (20 mL) at 0° C. was added dropwise a solution of 5-vinylpyrrolidin-2-one (1.0 mg, 9.0 mmol) in toluene (10 mL) over a 10 min period. The cooling bath was removed and the solution was allowed to warm to 25° C. to ensure complete generation of the anion. To the anion at 25° C. was added dropwise a solution of (2S)-2-benzoylpropanoyl chloride (21, 2.7 g, 12.6 mmol) in toluene (10 mL) over a 10 min period. TLC indicated that the reaction was comp... Yields the product ClC1=CC(=C(C=C1)C1=NC=CC2=CC(=CC=C12)S(=O)(=O)NC1=NC=NS1)OC (1-(4-chloro-2-methoxyphenyl)-N-(1,2,4-thiadiazol-5-yl)isoquinoline-6-sulfonamide). Reaction conditions: time 10 minute. The yield is 41.0%. The solvent is CCOC(=O)C (EtOAc), C1CCOC1 (THF), C1CCOC1 (THF). The reactants are COC1=C(CNC2=NC=NS2)C=CC(=C1)OC (N-(2,4-dimethoxybenzyl)-1,2,4-thiadiazol-5-amine), C[Si](C)(C)[N-][Si](C)(C)C.[Li+] (lithium bis(trimethylsilyl)amide), ClC1=CC(=C(C=C1)C1=NC=CC2=CC(=CC=C12)S(=O)(=O)OC1=C(C(=C(C(=C1F)F)F)F)F)OC (perfluorophenyl 1-(4-chloro-2-methoxyphenyl)isoquinoline-6-sulfonate). Procedure: A round-bottom flask was charged with N-(2,4-dimethoxybenzyl)-1,2,4-thiadiazol-5-amine (33.3 mg, 0.172 mmol) and THF (718 μl) to give a clear solution. The flask was cooled in a dry ice-acetone bath for 5 min, then lithium bis(trimethylsilyl)amide (1M in THF) (172 μl, 0.172 mmol) was added drop wise. The flask was removed from the cooling bath for 3 min, then recooled in the bath. A solution of perfluorophenyl 1-(4-chloro-2-methoxyphenyl)isoquinoline-6-sulfonate (INTERMEDIATE NNN, 74.12 mg, 0.14... RXN SMILES: COC1C=C(OC)C=CC=1C[NH:6][C:7]1[S:11][N:10]=[CH:9][N:8]=1.C[Si]([N-][Si](C)(C)C)(C)C.[Li+].[Cl:28][C:29]1[CH:34]=[CH:33][C:32]([C:35]2[C:44]3[C:39](=[CH:40][C:41]([S:45]([O:48]C4C(F)=C(F)C(F)=C(F)C=4F)(=O)=[O:46])=[CH:42][CH:43]=3)[CH:38]=[CH:37][N:36]=2)=[C:31]([O:60][CH3:61])[CH:30]=1>C1COCC1.CCOC(C)=O>[Cl:28][C:29]1[CH:34]=[CH:33][C:32]([C:35]2[C:44]3[C:39](=[CH:40][C:41]([S:45]([NH:6][C:7]4[S:11][N:10]=[CH:9][N:8]=4)(=[O:48])=[O:46])=[CH:42][CH:43]=3)[CH:38]=[CH:37][N:36]=2)=[C:31]([O:60][CH3:61])[CH:30]=1 |f:1.2|. The reactants are Cl.CNC1CCC(CC1)OC1=NC=NC=2SC=3CC[C@@H](C3C12)C[C@@H](O)C1=NNC=C1 ((1R)-2-[(3R)-12-[[4-(methylamino)cyclohexyl]oxy]-7-thia-9,11-diazatricyclo[6.4.0.0[2,6]]dodeca-1(8),2(6),9,11-tetraen-3-yl]-1-(1H-pyrazol-3-yl)ethan-1-ol hydrochloride), C=O (HCHO), [BH3-]C#N.[Na+] (NaBH3CN). The solvent is CO (methanol). Conditions: time 30 minute. Product: CN(C1CCC(CC1)OC=1N=CN=C2SC=3CC[C@@H](C3C12)C[C@@H](O)C1=NNC=C1)C ((1R)-2-[(3R)-12-[[4-(dimethylamino)cyclohexyl]oxy]-7-thia-9,11-diazatricyclo[6.4.0.0[2,6]]dodeca-1(12),2(6),8,10-tetraen-3-yl]-1-(1H-pyrazol-3-yl)ethan-1-ol). Reaction SMILES: Cl.[CH3:2][NH:3][CH:4]1[CH2:9][CH2:8][CH:7]([O:10][C:11]2[C:22]3[C:21]4[C@@H:20]([CH2:23][C@H:24]([C:26]5[CH:30]=[CH:29][NH:28][N:27]=5)[OH:25])[CH2:19][CH2:18][C:17]=4[S:16][C:15]=3[N:14]=[CH:13][N:12]=2)[CH2:6][CH2:5]1.C=O.[BH3-][C:34]#N.[Na+]>CO>[CH3:2][N:3]([CH3:34])[CH:4]1[CH2:5][CH2:6][CH:7]([O:10][C:11]2[N:12]=[CH:13][N:14]=[C:15]3[C:22]=2[C:21]2[C@@H:20]([CH2:23][C@H:24]([C:26]4[CH:30]=[CH:29][NH:28][N:27]=4)[OH:25])[CH2:19][CH2:18][C:17]=2[S:16]3)[CH2:8][CH2:9]1 |f:0.1,3.4|. Procedure: A solution of tert-butyl N-(4-[[(3R)-3-[(2R)-2-hydroxy-2-(1-[[2-(trimethylsilyl)ethoxy]methyl]-1H-pyrazol-3-yl)ethyl]-7-thia-9,11-diazatricyclo[6.4.0.0[2,6]]dodeca-1(8),2(6),9,11-tetraen-12-yl]oxy]cyclohexyl)-N-methylcarbamate (70 mg, 0.11 mmol, 1.00 equiv) in dichloromethane (10 mL) was added hydrochloric acid (2 M, 1 mL) with stirring at 0° C. The resulting solution was stirred for 24 h at room temperature and concentrated under vacuum to give 60 mg of the crude (1R)-2-[(3R)-12-[[4-(methylamin...